This data is from the Open Reaction Database (ORD), a public repository of structured organic reaction records. The task is: describe an organic reaction: reactants, conditions, products, and yield The reactants are BrCCCOC=1C=C(C=CC1)[N+](=O)[O-] (3-(3-bromopropoxy)-nitrobenzene). The reagents and catalysts are [Ni] (Raney nickel). Run in O1CCCC1 (tetrahydrofuran). Yields the product BrCCCOC=1C=C(N)C=CC1 (3-(3-bromopropoxy)-aniline). RXN SMILES: [Br:1][CH2:2][CH2:3][CH2:4][O:5][C:6]1[CH:7]=[C:8]([N+:12]([O-])=O)[CH:9]=[CH:10][CH:11]=1>[Ni].O1CCCC1>[Br:1][CH2:2][CH2:3][CH2:4][O:5][C:6]1[CH:7]=[C:8]([CH:9]=[CH:10][CH:11]=1)[NH2:12]. Procedure: 1 g of Raney nickel is added to a solution of 4 g of 3-(3-bromopropoxy)-nitrobenzene in 40 ml of tetrahydrofuran and the starting substance is hydrogenated at room temperature. The catalyst is filtered off and washed with tetrahydrofuran. Evaporation of the filtrate gives 3-(3-bromopropoxy)-aniline as a colourless oil.